This data is from the Open Reaction Database (ORD), a public repository of structured organic reaction records. The task is: describe an organic reaction: reactants, conditions, products, and yield Reactants: C(CC(=O)C)(=O)OC(C)(C)C (1,1-dimethylethyl acetoacetate), FC1=CC=C(C=C1)C(=C(C=CC=O)C(C)(C)C)C1=CC=C(C=C1)F (5,5-bis-(4-fluorophenyl)-4-(1,1-dimethylethyl)-2,4-pentadienal), O1CCCC1 (tetrahydrofuran). Product: FC1=CC=C(C=C1)C(=C(C=CC(CCC(C(=O)OC(C)(C)C)=O)O)C(C)(C)C)C1=CC=C(C=C1)F (1,1-Dimethylethyl 9,9-bis(4-fluorophenyl)-5-hydroxy-8-(1,1-dimethylethyl)-oxo-6,8-nonadienoate). As a reaction SMILES: [C:1]([O:7][C:8]([CH3:11])([CH3:10])[CH3:9])(=[O:6])[CH2:2][C:3]([CH3:5])=O.[F:12][C:13]1[CH:18]=[CH:17][C:16]([C:19]([C:29]2[CH:34]=[CH:33][C:32]([F:35])=[CH:31][CH:30]=2)=[C:20]([C:25]([CH3:28])([CH3:27])[CH3:26])[CH:21]=[CH:22][CH:23]=[O:24])=[CH:15][CH:14]=1.[O:36]1CCCC1>>[F:12][C:13]1[CH:14]=[CH:15][C:16]([C:19]([C:29]2[CH:30]=[CH:31][C:32]([F:35])=[CH:33][CH:34]=2)=[C:20]([C:25]([CH3:28])([CH3:27])[CH3:26])[CH:21]=[CH:22][CH:23]([OH:24])[CH2:5][CH2:3][C:2](=[O:36])[C:1]([O:7][C:8]([CH3:11])([CH3:10])[CH3:9])=[O:6])=[CH:17][CH:18]=1. Reported procedure: The dianion of 1,1-dimethylethyl acetoacetate (9.1 mL of 1M solution, 9.1 mmol) was added to a solution of 5,5-bis-(4-fluorophenyl)-4-(1,1-dimethylethyl)-2,4-pentadienal in 30 mL of tetrahydrofuran at -60° C. The solution was quenched with 2N hydrochloric acid and the mixture extracted with diethyl ether. The extracts were dried and concentrated in vacuo. The residue was purified by chromatography on silica eluting with 0.5% methanol in methylene chloride to give 1.3 g of the title compound; m.p...